This data is from the Open Reaction Database (ORD), a public repository of structured organic reaction records. The task is: describe an organic reaction: reactants, conditions, products, and yield Reactants: CO, Cl, [Na+], CCOC(=O)c1ccc(C2CCC(=O)NC2)cc1, [OH-]. Yields the product O=C1CCC(c2ccc(C(=O)O)cc2)CN1. Reaction SMILES: [CH3:22][OH:23].[ClH:21].[Na+:20].[O:1]=[C:2]1[CH2:3][CH2:4][CH:5]([c:8]2[cH:9][cH:10][c:11]([C:12](=[O:13])[O:14][CH2:15][CH3:16])[cH:17][cH:18]2)[CH2:6][NH:7]1.[OH-:19]>>[O:1]=[C:2]1[CH2:3][CH2:4][CH:5]([c:8]2[cH:9][cH:10][c:11]([C:12](=[O:13])[OH:14])[cH:17][cH:18]2)[CH2:6][NH:7]1. Reactants: N#Cc1ccc(Cn2ccnc2)cc1, C1CCOC1, [Li]CCCC, CCCCCC, [Cl-], Fc1ccc(CCCBr)cc1, [NH4+]. Product: N#Cc1ccc(C(CCCc2ccc(F)cc2)n2ccnc2)cc1. As a reaction SMILES: [C:1](#[N:2])[c:3]1[cH:4][cH:5][c:6]([CH2:7][n:8]2[cH:9][n:10][cH:11][cH:12]2)[cH:13][cH:14]1.[CH2:39]1[O:40][CH2:41][CH2:42][CH2:43]1.[CH3:15][CH2:16][CH2:17][CH2:18][Li:19].[CH3:20][CH2:21][CH2:22][CH2:23][CH2:24][CH3:25].[Cl-:37].[F:26][c:27]1[cH:28][cH:29][c:30]([CH2:33][CH2:34][CH2:35][Br:36])[cH:31][cH:32]1.[NH4+:38]>>[C:1](#[N:2])[c:3]1[cH:4][cH:5][c:6]([CH:7]([n:8]2[cH:9][n:10][cH:11][cH:12]2)[CH2:35][CH2:34][CH2:33][c:30]2[cH:29][cH:28][c:27]([F:26])[cH:32][cH:31]2)[cH:13][cH:14]1. The reactants are solid, ClC1=CC(=C(C=C1)C1=NC2=C(N1CC1=CC=C(C=C1)CCC(=O)O)C=C(C(=C2)F)F)OCC2CCCC2 (3-{4-[2-(4-Chloro-2-cyclopentylmethoxy-phenyl)-5,6-difluoro-benzoimidazol-1-ylmethyl]-phenyl}-propionic acid), ClC1=CC(=C(C=C1)C1=NC2=C(N1CC=1C=C(C(=O)O)C=CC1)C=C(C(=C2)F)F)OCC2CCCC2 (3-[2-(4-Chloro-2-cyclopentylmethoxy-phenyl)-5,6-difluoro-benzoimidazol-1-ylmethyl]-benzoic acid), ClC1=CC(=C(C=C1)C1=NC2=C(N1CC=1C=C(C(=O)O)C=CC1)C=C(C(=C2)F)F)OCC2CCCC2 (3-[2-(4-Chloro-2-cyclopentylmethoxy-phenyl)-5,6-difluoro-benzoimidazol-1-ylmethyl]-benzoic acid), COC(CC1=CC=C(C=C1)CBr)=O ((4-bromomethyl-phenyl)-acetic acid methyl ester). Yields the product COC(CC1=CC=C(C=C1)CN1C(=NC2=C1C=C(C(=C2)F)F)C2=C(C=C(C=C2)Cl)OC)=O ({4-[2-(4-Chloro-2-methoxy-phenyl)-5,6-difluoro-benzoimidazol-1-ylmethyl]-phenyl}-acetic acid methyl ester). As a reaction SMILES: [Cl:1][C:2]1[CH:7]=[CH:6][C:5]([C:8]2[N:12](CC3C=CC(CCC(O)=O)=CC=3)[C:11]3[CH:25]=[C:26]([F:30])[C:27]([F:29])=[CH:28][C:10]=3[N:9]=2)=[C:4]([O:31][CH2:32]C2CCCC2)[CH:3]=1.ClC1C=CC(C2N(CC3C=C(C=CC=3)C(O)=O)C3C=C(F)C(F)=CC=3N=2)=C(OCC2CCCC2)C=1.[CH3:73][O:74][C:75](=[O:85])[CH2:76][C:77]1[CH:82]=[CH:81][C:80]([CH2:83]Br)=[CH:79][CH:78]=1>>[CH3:73][O:74][C:75](=[O:85])[CH2:76][C:77]1[CH:78]=[CH:79][C:80]([CH2:83][N:12]2[C:11]3[CH:25]=[C:26]([F:30])[C:27]([F:29])=[CH:28][C:10]=3[N:9]=[C:8]2[C:5]2[CH:6]=[CH:7][C:2]([Cl:1])=[CH:3][C:4]=2[O:31][CH3:32])=[CH:81][CH:82]=1. Reported procedure: The title compound was prepared in analogy to Example 19, intermediate b, from 2-(4-chloro-2-methoxy-phenyl)-5,6-difluoro-1H-benzoimidazole (Example 19, intermediate c) and (4-bromomethyl-phenyl)-acetic acid methyl ester (CAS Reg. No. 7398-42-7). Brown sticky solid (15%). MS (Turbo Spray): m/z=457.4 (M+H).